From a dataset of the Open Reaction Database (ORD), a public repository of structured organic reaction records. describe an organic reaction: reactants, conditions, products, and yield The reactants are CC1([C@@H]([C@@H]1\C=C/C(OC(C)(C)C)=O)C(=O)O[C@@H](C1=CC(=C(C=C1)F)OC1=CC=CC=C1)C#N)C ((S)α-cyano-3-phenoxy-4-fluoro-benzyl(1R,cis,Z)2,2-dimethyl-3-[3-oxo-3 -tert.-butoxy-1-propenyl]-cyclopropane-carboxylate), C1(=CC=C(C=C1)S(=O)(=O)O)C (p-toluene sulfonic acid). Solvent: C1(=CC=CC=C1)C (toluene). Yields the product CC1([C@@H]([C@@H]1\C=C/C(O)=O)C(=O)O[C@@H](C1=CC(=C(C=C1)F)OC1=CC=CC=C1)C#N)C ((S)α-cyano-3-phenoxy-4-fluoro-benzyl(1R,cis,Z)2,2-dimethyl-3-[3-oxo-3-hydroxy-1-propenyl]-cyclopropane-carboxylate). The yield is 106.6%. Reaction SMILES: [CH3:1][C:2]1([CH3:34])[C@@H:4](/[CH:5]=[CH:6]\[C:7](=[O:13])[O:8]C(C)(C)C)[C@H:3]1[C:14]([O:16][C@H:17]([C:32]#[N:33])[C:18]1[CH:23]=[CH:22][C:21]([F:24])=[C:20]([O:25][C:26]2[CH:31]=[CH:30][CH:29]=[CH:28][CH:27]=2)[CH:19]=1)=[O:15].C1(C)C=CC(S(O)(=O)=O)=CC=1>C1(C)C=CC=CC=1>[CH3:1][C:2]1([CH3:34])[C@@H:4](/[CH:5]=[CH:6]\[C:7](=[O:8])[OH:13])[C@H:3]1[C:14]([O:16][C@H:17]([C:32]#[N:33])[C:18]1[CH:23]=[CH:22][C:21]([F:24])=[C:20]([O:25][C:26]2[CH:27]=[CH:28][CH:29]=[CH:30][CH:31]=2)[CH:19]=1)=[O:15]. Procedure: A mixture of 350 g of the product of Step A, 35 g of p-toluene sulfonic acid and 3.5 liters of toluene was refluxed for 45 minutes and was then cooled, washed with water, dried and evaporated to dryness under reduced pressure to obtain 328 g of (S)α-cyano-3-phenoxy-4-fluoro-benzyl(1R,cis,Z)2,2-dimethyl-3-[3-oxo-3-hydroxy-1-propenyl]-cyclopropane-carboxylate.